From a dataset of the Open Reaction Database (ORD), a public repository of structured organic reaction records. describe an organic reaction: reactants, conditions, products, and yield The reactants are FC(F)(Br)C(F)(F)Br, [Li]CCCC, c1cnc2c(c1)OCCO2, C1CCOC1. The product is Brc1ccnc2c1OCCO2. RXN SMILES: [Br:16][C:17]([F:18])([F:19])[C:20]([Br:21])([F:22])[F:23].[CH2:11]([Li:12])[CH2:13][CH2:14][CH3:15].[O:1]1[CH2:2][CH2:3][O:4][c:5]2[n:6][cH:7][cH:8][cH:9][c:10]21.[O:24]1[CH2:25][CH2:26][CH2:27][CH2:28]1>>[O:1]1[CH2:2][CH2:3][O:4][c:5]2[n:6][cH:7][cH:8][c:9]([Br:16])[c:10]21. Reactants: NC(=O)c1cc([N+](=O)[O-])ccc1I, [Na+], [Na+], O=C([O-])[O-], C1COCCO1, OB(O)c1cc2ccccc2s1. The product is NC(=O)c1cc([N+](=O)[O-])ccc1-c1cc2ccccc2s1. RXN SMILES: [I:1][c:2]1[c:3]([C:4](=[O:5])[NH2:6])[cH:7][c:8]([N+:11](=[O:12])[O-:13])[cH:9][cH:10]1.[Na+:14].[Na+:15].[O-:16][C:17](=[O:18])[O-:19].[O:32]1[CH2:33][CH2:34][O:35][CH2:36][CH2:37]1.[s:20]1[c:21]([B:29]([OH:30])[OH:31])[cH:22][c:23]2[c:24]1[cH:25][cH:26][cH:27][cH:28]2>>[c:2]1(-[c:21]2[s:20][c:24]3[c:23]([cH:22]2)[cH:28][cH:27][cH:26][cH:25]3)[c:3]([C:4](=[O:5])[NH2:6])[cH:7][c:8]([N+:11](=[O:12])[O-:13])[cH:9][cH:10]1. The reactants are BrC=1C=CC(=NC1)NN (5-Bromo-2-hydrazinylpyridine), CCOCC (Ether), N(=C=S)C1=CC(=CC=C1)C (isothiocyanato-3-methylbenzene). Solvent: ClC1=CC=C(C=C1)Cl (1,4-dichlorobenzene), CN1CCCC1=O (NMP). Reaction conditions: temperature 70 celsius, time 15 minute. Yields the product BrC=1C=CC=2N(C1)C(=NN2)S (6-bromo-[1,2,4]triazolo[4,3-a]pyridine-3-thiol). RXN SMILES: [Br:1][C:2]1[CH:3]=[CH:4][C:5]([NH:8][NH2:9])=[N:6][CH:7]=1.N(C1C=CC=C(C)C=1)=[C:11]=[S:12].CCOCC>ClC1C=CC(Cl)=CC=1.CN1C(=O)CCC1>[Br:1][C:2]1[CH:3]=[CH:4][C:5]2[N:6]([C:11]([SH:12])=[N:9][N:8]=2)[CH:7]=1. Reported procedure: To the suspended solution of 5-Bromo-2-hydrazinylpyridine (1.85 g, 10 mmol) in a mixture of 1,4-dichlorobenzene and NMP (5:1, 10 ml) was added isothiocyanato-3-methylbenzene (1.5 g 10 mmol). The mixture was stirred at rt for 5 min, 70° C. for 15 min, and then heated under microwave condition at 200° C. for 1.5 h. The mixture was poured into Ether (20 mL). Solid was filtered and the washed with ether to give title product.